This data is from the Open Reaction Database (ORD), a public repository of structured organic reaction records. The task is: describe an organic reaction: reactants, conditions, products, and yield The reactants are C(C)OC(COC1=C(C(=C(C=C1)C(C)=O)OCCCCOCCCCOC1=C(C(=C(C=C1)C(C)=O)O)CCC)CCC)=O ([4-acetyl-3-[4-[4-(4-acetyl-3-hydroxy-2-propylphenoxy)butoxy]butoxy]-2-propylphenoxy]acetic acid ethyl ester). Solvent: CO (methanol), [OH-].[Na+] (sodium hydroxide). Yields the product C(C)(=O)C1=C(C(=C(OCC(=O)O)C=C1)CCC)OCCCCOCCCCOC1=C(C(=C(C=C1)C(C)=O)O)CCC ([4-acetyl-3-[4-[4-(4-acetyl-3-hydroxy-2-propylphenoxy)butoxy]butoxy]-2-propylphenoxy]acetic acid). The yield is 81.4%. RXN SMILES: C([O:3][C:4](=[O:43])[CH2:5][O:6][C:7]1[CH:12]=[CH:11][C:10]([C:13](=[O:15])[CH3:14])=[C:9]([O:16][CH2:17][CH2:18][CH2:19][CH2:20][O:21][CH2:22][CH2:23][CH2:24][CH2:25][O:26][C:27]2[CH:32]=[CH:31][C:30]([C:33](=[O:35])[CH3:34])=[C:29]([OH:36])[C:28]=2[CH2:37][CH2:38][CH3:39])[C:8]=1[CH2:40][CH2:41][CH3:42])C>CO.[OH-].[Na+]>[C:13]([C:10]1[CH:11]=[CH:12][C:7]([O:6][CH2:5][C:4]([OH:43])=[O:3])=[C:8]([CH2:40][CH2:41][CH3:42])[C:9]=1[O:16][CH2:17][CH2:18][CH2:19][CH2:20][O:21][CH2:22][CH2:23][CH2:24][CH2:25][O:26][C:27]1[CH:32]=[CH:31][C:30]([C:33](=[O:35])[CH3:34])=[C:29]([OH:36])[C:28]=1[CH2:37][CH2:38][CH3:39])(=[O:15])[CH3:14] |f:2.3|. Procedure details: A solution of 2.617 g (0.0044 mole) of [4-acetyl-3-[4-[4-(4-acetyl-3-hydroxy-2-propylphenoxy)butoxy]butoxy]-2-propylphenoxy]acetic acid ethyl ester in 50 ml of methanol and 21.8 ml of 1.0N sodium hydroxide was stirred at reflux for 2 hours. Most of the solvent was removed in vacuo and the pH of the residue was adjusted to 2.0. The product was extracted with methylene chloride and the dried (magnesium sulfate) extract was concentrated in vacuo. The residue was crystallized from ether-hexane to gi... Reactants: C(C)OC(C[C@H](N1C(C(CC1)CCCC1(OCCO1)C)=O)C=1C=NC2=CC=CC=C2C1)=O (3(S)-(Quinolin-3-yl)-3-(3-[3-(2-methyl-[1,3]dioxolan-2-yl)-propyl]-2-oxo-pyrrolidin-1-yl)-propionic acid ethyl ester), CC=1C=CC(=CC1)S(=O)(=O)O (p-TSA), CC(=O)C (acetone). Run in CCOC(=O)C (EtOAc). The product is C(C)OC(C[C@H](N1C(C(CC1)CCCC(C)=O)=O)C=1C=NC2=CC=CC=C2C1)=O (3(S)-(Quinolin-3-yl)-3-[2-oxo-3-(4-oxo-pentyl)-pyrrolidin-1-yl]-propionic acid ethyl ester). Reaction SMILES: [CH2:1]([O:3][C:4](=[O:32])[CH2:5][C@@H:6]([C:22]1[CH:23]=[N:24][C:25]2[C:30]([CH:31]=1)=[CH:29][CH:28]=[CH:27][CH:26]=2)[N:7]1[CH2:11][CH2:10][CH:9]([CH2:12][CH2:13][CH2:14][C:15]2([CH3:20])OCC[O:16]2)[C:8]1=[O:21])[CH3:2].CC1C=CC(S(O)(=O)=O)=CC=1.CC(C)=O>CCOC(C)=O>[CH2:1]([O:3][C:4](=[O:32])[CH2:5][C@@H:6]([C:22]1[CH:23]=[N:24][C:25]2[C:30]([CH:31]=1)=[CH:29][CH:28]=[CH:27][CH:26]=2)[N:7]1[CH2:11][CH2:10][CH:9]([CH2:12][CH2:13][CH2:14][C:15](=[O:16])[CH3:20])[C:8]1=[O:21])[CH3:2]. Reported procedure: A solution of 6-1 (380 mg, 1.0 mmol), p-TSA (20 mg) and acetone (50 mL) was heated at reflux for 4 hr. The cooled reaction mixture was diluted with EtOAc and then washed with sat. NaHCO3 and brine, dried (MgSO4), and concentrated to afford 6-2 as a yellow oil. The reactants are ClC=1C=C(CN)C=CC1Cl (3,4-dichlorobenzylamine), ClC=1C2=C(N=C(N1)C=1C=NC=CC1)SC(=C2C)C (4-chloro-2-(pyridin-3-yl)-5,6-dimethyl-thieno-[2,3-d]-pyrimidine). Yields the product N1=CC(=CC=C1)C=1N=C(C2=C(N1)SC(=C2C)C)NCC2=CC(=C(C=C2)Cl)Cl (2-(pyridin-3-yl)-4-(3,4-dichlorobenzylamino)-5,6-dimethyl-thieno-[2,3-d]-pyrimidine). As a reaction SMILES: [Cl:1][C:2]1[CH:3]=[C:4]([CH:7]=[CH:8][C:9]=1[Cl:10])[CH2:5][NH2:6].Cl[C:12]1[C:13]2[C:26]([CH3:27])=[C:25]([CH3:28])[S:24][C:14]=2[N:15]=[C:16]([C:18]2[CH:19]=[N:20][CH:21]=[CH:22][CH:23]=2)[N:17]=1>>[N:20]1[CH:21]=[CH:22][CH:23]=[C:18]([C:16]2[N:17]=[C:12]([NH:6][CH2:5][C:4]3[CH:7]=[CH:8][C:9]([Cl:10])=[C:2]([Cl:1])[CH:3]=3)[C:13]3[C:26]([CH3:27])=[C:25]([CH3:28])[S:24][C:14]=3[N:15]=2)[CH:19]=1. Reported procedure: With the procedure of Example 1, the reaction of 3,4-dichlorobenzylamine with 4-chloro-2-(pyridin-3-yl)-5,6-dimethyl-thieno-[2,3-d]-pyrimidine yields 2-(pyridin-3-yl)-4-(3,4-dichlorobenzylamino)-5,6-dimethyl-thieno-[2,3-d]-pyrimidine. The reactants are CCOP(=O)(NC1CN(c2ccncc2[N+](=O)[O-])CCC1C)OCC, CCOC(C)=O. RXN SMILES: [CH3:1][CH:2]1[CH:3]([NH:17][P:18]([O:19][CH2:20][CH3:21])([O:22][CH2:23][CH3:24])=[O:25])[CH2:4][N:5]([c:8]2[c:9]([N+:14]([O-:15])=[O:16])[cH:10][n:11][cH:12][cH:13]2)[CH2:6][CH2:7]1.[CH3:26][CH2:27][O:28][C:29]([CH3:30])=[O:31]>>[CH3:1][CH:2]1[CH:3]([NH:17][P:18]([O:19][CH2:20][CH3:21])([O:22][CH2:23][CH3:24])=[O:25])[CH2:4][N:5]([c:8]2[c:9]([NH2:14])[cH:10][n:11][cH:12][cH:13]2)[CH2:6][CH2:7]1. The product is CCOP(=O)(NC1CN(c2ccncc2N)CCC1C)OCC. As a reaction SMILES: [CH3:24][c:25]1[cH:26][cH:27][cH:28][cH:29][cH:30]1.[CH:20]([O-:21])=[O:22].[Cl:1][c:2]1[c:3]([O:4][CH2:5][CH2:6][N:7]2[CH2:8][CH2:9][O:10][CH2:11][CH2:12]2)[cH:13][cH:14][cH:15][c:16]1[N+:17]([O-:18])=[O:19].[Fe:32].[NH4+:23].[OH2:31]>>[Cl:1][c:2]1[c:3]([O:4][CH2:5][CH2:6][N:7]2[CH2:8][CH2:9][O:10][CH2:11][CH2:12]2)[cH:13][cH:14][cH:15][c:16]1[NH2:17]. Reactants: Cc1ccccc1, O=C[O-], O=[N+]([O-])c1cccc(OCCN2CCOCC2)c1Cl, [Fe], [NH4+], O. The product is Nc1cccc(OCCN2CCOCC2)c1Cl. The reactants are C1OC2=C(C=CC=C2O1)C(CC(=O)O)CCCCC (3-(2, 3-methylenedioxyphenyl)octanoic acid), S(=O)(Cl)Cl (thionyl chloride), CN(C=O)C (N, N-dimethylformamide), resultant mixture. The solvent is C(Cl)Cl (methylene chloride). Yields the product C1OC2=C(C=CC=C2O1)C(CC(=O)Cl)CCCCC (3-(2, 3-methylenedioxyphenyl)octanoic acid chloride). RXN SMILES: [CH2:1]1[O:9][C:8]2[C:3](=[C:4]([CH:10]([CH2:15][CH2:16][CH2:17][CH2:18][CH3:19])[CH2:11][C:12](O)=[O:13])[CH:5]=[CH:6][CH:7]=2)[O:2]1.S(Cl)([Cl:22])=O.CN(C)C=O>C(Cl)Cl>[CH2:1]1[O:9][C:8]2[C:3](=[C:4]([CH:10]([CH2:15][CH2:16][CH2:17][CH2:18][CH3:19])[CH2:11][C:12]([Cl:22])=[O:13])[CH:5]=[CH:6][CH:7]=2)[O:2]1. Reported procedure: To a solution of 2.64 g (10 mmol) of 3-(2, 3-methylenedioxyphenyl)octanoic acid in 25 ml of methylene chloride were added 1.46 ml (20 mmol) of thionyl chloride and 0.1 ml of N, N-dimethylformamide, and the resultant mixture was stirred at room temperature for 4 hours and concentrated in vacuo to give 3-(2, 3-methylenedioxyphenyl)octanoic acid chloride as a crude oil. A solution of this acid chloride in 15 ml of methylene chloride was dropwise added to a solution of 1.95 g (11 mmol) of 2, 6-diiso... Reactants: O (water), [OH-].[Na+] (sodium hydroxide), CC1=CC=C(CC(=S)N[C@@H](CC2=CC=CC=C2)C(=O)O)C=C1 (N-(4-methylbenzylthiocarbonyl)-L-phenylalanine). Solvent: CC(=O)C (acetone). Reaction conditions: time 1.5 minute. Yields the product CC1=CC=C(CC(=S)N[C@@H](CC2=CC=CC=C2)C(=O)[O-])C=C1.[Na+] (sodium N-(4-methylbenzylthiocarbonyl)-L-phenylalaninate). As a reaction SMILES: [CH3:1][C:2]1[CH:22]=[CH:21][C:5]([CH2:6][C:7]([NH:9][C@H:10]([C:18]([OH:20])=[O:19])[CH2:11][C:12]2[CH:17]=[CH:16][CH:15]=[CH:14][CH:13]=2)=[S:8])=[CH:4][CH:3]=1.O.[OH-].[Na+:25]>CC(C)=O>[CH3:1][C:2]1[CH:3]=[CH:4][C:5]([CH2:6][C:7]([NH:9][C@H:10]([C:18]([O-:20])=[O:19])[CH2:11][C:12]2[CH:13]=[CH:14][CH:15]=[CH:16][CH:17]=2)=[S:8])=[CH:21][CH:22]=1.[Na+:25] |f:2.3,5.6|. Procedure details: 3.6 G (0.011 mol) of N-(4-methylbenzylthiocarbonyl)-L-phenylalanine was dissolved in 10 ml of acetone. To the mixture were added 30 ml of water and 10 ml of 1N-sodium hydroxide and then the mixture was stirred at room temperature for 1 to 2 minutes to obtain a transparent solution. After the solution was washed with 30 ml of ether twice, the water layer was evaporated under reduced pressure. To remove the remaining amounts of water from the residue, a small quantity of ethanol was added to the r... The reactants are CC(C)(C)[O-], CN(C)C=O, Nc1cc(Cl)c(F)cc1[N+](=O)[O-], [K+], O, O=Cc1ccc(O)cc1. Product: Nc1cc(Oc2ccc(C=O)cc2)c(F)cc1[N+](=O)[O-]. As a reaction SMILES: [CH3:13][C:14]([CH3:15])([O-:16])[CH3:17].[CH3:29][N:30]([CH3:31])[CH:32]=[O:33].[Cl:1][c:2]1[c:3]([F:12])[cH:4][c:5]([N+:9](=[O:10])[O-:11])[c:6]([NH2:7])[cH:8]1.[K+:18].[OH2:28].[OH:19][c:20]1[cH:21][cH:22][c:23]([CH:24]=[O:25])[cH:26][cH:27]1>>[c:2]1([O:19][c:20]2[cH:21][cH:22][c:23]([CH:24]=[O:25])[cH:26][cH:27]2)[c:3]([F:12])[cH:4][c:5]([N+:9](=[O:10])[O-:11])[c:6]([NH2:7])[cH:8]1.